Task: describe an organic reaction: reactants, conditions, products, and yield. Dataset: the Open Reaction Database (ORD), a public repository of structured organic reaction records Starting materials: ClC1=C(C(=CC=C1)Cl)[C@@H](C)N ((R)-1-(2,6-dichlorophenyl)ethanamine), C(C)(C)(C)OC(=O)C1=C(C=CC=C1)C1=CC=C(C=C1)CN1C(=C(C2=CC(=CC=C12)C(=O)O)C)C (1-((2′-(tert-butoxycarbonyl)-[1,1′-biphenyl]-4-yl)methyl)-2,3-dimethyl-1H-indole-5-carboxylic acid). Yields the product ClC1=C(C(=CC=C1)Cl)[C@@H](C)NC(=O)C=1C=C2C(=C(N(C2=CC1)CC1=CC=C(C=C1)C=1C(=CC=CC1)C(=O)O)C)C ((R)-4′-((5-((1-(2,6-dichlorophenyl)ethyl)carbamoyl)-2,3-dimethyl-1H-indol-1-yl)methyl)-[1,1′-biphenyl]-2-carboxylic acid). RXN SMILES: [Cl:1][C:2]1[CH:7]=[CH:6][CH:5]=[C:4]([Cl:8])[C:3]=1[C@H:9]([NH2:11])[CH3:10].C([O:16][C:17]([C:19]1[CH:24]=[CH:23][CH:22]=[CH:21][C:20]=1[C:25]1[CH:30]=[CH:29][C:28]([CH2:31][N:32]2[C:40]3[C:35](=[CH:36][C:37]([C:41](O)=[O:42])=[CH:38][CH:39]=3)[C:34]([CH3:44])=[C:33]2[CH3:45])=[CH:27][CH:26]=1)=[O:18])(C)(C)C>>[Cl:1][C:2]1[CH:7]=[CH:6][CH:5]=[C:4]([Cl:8])[C:3]=1[C@H:9]([NH:11][C:41]([C:37]1[CH:36]=[C:35]2[C:40](=[CH:39][CH:38]=1)[N:32]([CH2:31][C:28]1[CH:27]=[CH:26][C:25]([C:20]3[C:19]([C:17]([OH:18])=[O:16])=[CH:24][CH:23]=[CH:22][CH:21]=3)=[CH:30][CH:29]=1)[C:33]([CH3:45])=[C:34]2[CH3:44])=[O:42])[CH3:10]. Procedure: The title compound was prepared following the same general protocol as described in Step 8-9, Example 1, using (R)-1-(2,6-dichlorophenyl)ethanamine and 1-((2′-(tert-butoxycarbonyl)-[1,1′-biphenyl]-4-yl)methyl)-2,3-dimethyl-1H-indole-5-carboxylic acid. ESI-MS (m/z): 571 [M+H]+. Reactants: NC1=C(C=CC=C1)O (2-aminophenol), ClC1=CC=C(C=C1)C1=CC=C(O1)C=O (5-(4-chlorophenyl)furan-2-carbaldehyde). Product: ClC1=CC=C(C=C1)C1=CC=C(O1)C=NC1=C(C=CC=C1)O (2-{[5-(4-chlorophenyl)furan-2-yl]methyleneamino}phenol), powder. The yield is 89.0%. RXN SMILES: [NH2:1][C:2]1[CH:7]=[CH:6][CH:5]=[CH:4][C:3]=1[OH:8].[Cl:9][C:10]1[CH:15]=[CH:14][C:13]([C:16]2[O:20][C:19]([CH:21]=O)=[CH:18][CH:17]=2)=[CH:12][CH:11]=1>>[Cl:9][C:10]1[CH:11]=[CH:12][C:13]([C:16]2[O:20][C:19]([CH:21]=[N:1][C:2]3[CH:7]=[CH:6][CH:5]=[CH:4][C:3]=3[OH:8])=[CH:18][CH:17]=2)=[CH:14][CH:15]=1. Procedure details: Using 2-aminophenol and 5-(4-chlorophenyl)furan-2-carbaldehyde, 3.18 g of 2-{[5-(4-chlorophenyl)furan-2-yl]methyleneamino}phenol were obtained as a yellow powder (yield 89%). The reactants are [Al+3], CCOC(C)=O, [H-], [H-], [H-], [H-], [Li+], [Na+], COC(=O)c1c(C)nc2[nH]ccc2c1-c1ccc2c(c1)CCCO2, C1CCOC1, [OH-], O. The product is Cc1nc2[nH]ccc2c(-c2ccc3c(c2)CCCO3)c1CO. As a reaction SMILES: [Al+3:26].[CH3:39][CH2:40][O:41][C:42]([CH3:43])=[O:44].[H-:25].[H-:28].[H-:29].[H-:30].[Li+:27].[Na+:33].[O:1]1[CH2:2][CH2:3][CH2:4][c:5]2[cH:6][c:7](-[c:11]3[c:12]4[c:13]([n:14][c:15]([CH3:21])[c:16]3[C:17](=[O:18])[O:19][CH3:20])[nH:22][cH:23][cH:24]4)[cH:8][cH:9][c:10]21.[O:34]1[CH2:35][CH2:36][CH2:37][CH2:38]1.[OH-:32].[OH2:31]>>[O:1]1[CH2:2][CH2:3][CH2:4][c:5]2[cH:6][c:7](-[c:11]3[c:12]4[c:13]([n:14][c:15]([CH3:21])[c:16]3[CH2:17][OH:18])[nH:22][cH:23][cH:24]4)[cH:8][cH:9][c:10]21. The reactants are CC=1C=C(CBr)C=C(C1)C(=C(Cl)Cl)Cl (3-methyl-5-(trichlorovinyl)benzyl bromide), [N-]=[N+]=[N-].[Na+] (sodium azide). Run in C(C)O (ethanol). Product: CC=1C=C(CN=[N+]=[N-])C=C(C1)C(=C(Cl)Cl)Cl (3-Methyl-5-(trichlorovinyl)benzyl azide). The yield is 95.6%. As a reaction SMILES: [CH3:1][C:2]1[CH:3]=[C:4]([CH:7]=[C:8]([C:10]([Cl:14])=[C:11]([Cl:13])[Cl:12])[CH:9]=1)[CH2:5]Br.[N-:15]=[N+:16]=[N-:17].[Na+]>C(O)C>[CH3:1][C:2]1[CH:3]=[C:4]([CH:7]=[C:8]([C:10]([Cl:14])=[C:11]([Cl:13])[Cl:12])[CH:9]=1)[CH2:5][N:15]=[N+:16]=[N-:17] |f:1.2|. Procedure: A solution of 3-methyl-5-(trichlorovinyl)benzyl bromide (3.14 g) and sodium azide (1.0 g) in 25 ml of ethanol was heated at reflux for 2 hours. The reaction mixture was concentrated under reduced pressure and the resulting oil triturated with 50 ml of hexane. The mixture was filtered and the filtrate concentrated to give 2.64 g of azide. Starting materials: C(C)(C)(C)NS(=O)(=O)C1=C(C=CC(=C1)CBr)S(=O)(=O)C (N-tert-butyl-5-bromomethyl-2-methanesulfonylbenzenesulfonamide), CN (methylamine). Run in C1CCOC1 (THF), C1CCOC1 (THF). Conditions: time 2.5 hour. Yields the product C(C)(C)(C)NS(=O)(=O)C1=C(C=CC(=C1)CNC)S(=O)(=O)C (N-tert-butyl-5-methylaminomethyl-2-methanesulfonylbenzenesulfonamide). The yield is 73.7%. Reaction SMILES: [C:1]([NH:5][S:6]([C:9]1[CH:14]=[C:13]([CH2:15]Br)[CH:12]=[CH:11][C:10]=1[S:17]([CH3:20])(=[O:19])=[O:18])(=[O:8])=[O:7])([CH3:4])([CH3:3])[CH3:2].[CH3:21][NH2:22]>C1COCC1>[C:1]([NH:5][S:6]([C:9]1[CH:14]=[C:13]([CH2:15][NH:22][CH3:21])[CH:12]=[CH:11][C:10]=1[S:17]([CH3:20])(=[O:19])=[O:18])(=[O:8])=[O:7])([CH3:4])([CH3:3])[CH3:2]. Procedure details: At 0° C., 51 g of N-tert-butyl-5-bromomethyl-2-methanesulfonylbenzenesulfonamide (55% by weight A 28.05 g=0.669 mol) dissolved in 250 ml of THF are added to a solution of 59.5 ml (0.69 mol) of a 40% strength aqueous methylamine solution in 150 ml of THF. Stirring is continued at 0-5° C. for 2-3 h. For work-up, the solution is completely concentrated, the residue is taken up in plenty of 2N HCl and extracted with diethyl ether (2×200 ml). The acidic aqueous phase is adjusted to pH 9 with 4N NaOH ... The reactants are CCCCCOCCOCCOC, CC1CCC(C(C)C)C(Cl)C1, I, [Mg], O=C=O. The product is CC1CCC(C(C)C)C(C(=O)O)C1. Reaction SMILES: [CH2:2]([CH2:3][O:4][CH2:5][CH2:6][O:7][CH2:8][CH2:9][O:10][CH3:11])[CH2:12][CH2:13][CH3:14].[CH:16]1([CH3:26])[CH2:17][CH:18]([Cl:25])[CH:19]([CH:22]([CH3:23])[CH3:24])[CH2:20][CH2:21]1.[I:15].[Mg:1].[O:27]=[C:28]=[O:29]>>[CH:16]1([CH3:26])[CH2:17][CH:18]([C:28](=[O:27])[OH:29])[CH:19]([CH:22]([CH3:23])[CH3:24])[CH2:20][CH2:21]1. Starting materials: C(C1=CC=CC=C1)(=O)C1=C(C(=O)O)C=CC=C1 (o-benzoylbenzoic acid), C(CN)N (ethylenediamine), ice water. The product is C1(=CC=CC=C1)C=1C=CC=C2C(N3C(C12)NCC3)=O (9-phenyl-1,2,3,9b-tetrahydro-5H-imidazo-[2,1-a]isoindol-5-one). RXN SMILES: [C:1]([C:9]1[CH:17]=[CH:16][CH:15]=[CH:14][C:10]=1[C:11]([OH:13])=O)(=O)[C:2]1[CH:7]=[CH:6][CH:5]=[CH:4][CH:3]=1.[CH2:18]([NH2:21])[CH2:19][NH2:20]>>[C:2]1([C:1]2[CH:16]=[CH:15][CH:14]=[C:10]3[C:9]=2[CH:17]2[NH:21][CH2:18][CH2:19][N:20]2[C:11]3=[O:13])[CH:3]=[CH:4][CH:5]=[CH:6][CH:7]=1. Procedure: Reflux 45 g. of o-benzoylbenzoic acid and 120 ml. of ethylenediamine for 3 hours. Pour the mixture into ice water, allow to stand until the mixture is at room temperature and separate the product by filtration. Recrystallize from ethanol to obtain 9-phenyl-1,2,3,9b-tetrahydro-5H-imidazo-[2,1-a]isoindol-5-one, m.p. 155°-7° C. Elemental analysis confirms the empirical formula C16H14N2O.